From a dataset of the Open Reaction Database (ORD), a public repository of structured organic reaction records. describe an organic reaction: reactants, conditions, products, and yield The reactants are CC1(C)OB(c2cccc3[nH]ncc23)OC1(C)C, CC(C)C(=O)Nc1cc2nc(Cl)nc(N3CCOCC3)c2s1. Yields the product CC(C)C(=O)Nc1cc2nc(-c3cccc4[nH]ncc34)nc(N3CCOCC3)c2s1. Reaction SMILES: [CH3:23][C:24]1([CH3:25])[C:26]([CH3:27])([CH3:28])[O:29][B:30]([c:31]2[c:32]3[cH:33][n:34][nH:35][c:36]3[cH:37][cH:38][cH:39]2)[O:40]1.[Cl:1][c:2]1[n:3][c:4]([N:17]2[CH2:18][CH2:19][O:20][CH2:21][CH2:22]2)[c:5]2[c:6]([n:7]1)[cH:8][c:9]([NH:11][C:12]([CH:13]([CH3:14])[CH3:15])=[O:16])[s:10]2>>[c:2]1(-[c:31]2[c:32]3[cH:33][n:34][nH:35][c:36]3[cH:37][cH:38][cH:39]2)[n:3][c:4]([N:17]2[CH2:18][CH2:19][O:20][CH2:21][CH2:22]2)[c:5]2[c:6]([n:7]1)[cH:8][c:9]([NH:11][C:12]([CH:13]([CH3:14])[CH3:15])=[O:16])[s:10]2.